This data is from the Open Reaction Database (ORD), a public repository of structured organic reaction records. The task is: describe an organic reaction: reactants, conditions, products, and yield Starting materials: C(C1=CC=CC=C1)OC1=CC=C(CC(C(=O)OCC)(CCCC)C)C=C1 (ethyl 2-(4-benzyloxybenzyl)-2-methylcaproate). Reagents/catalysts: [Pd] (palladium on carbon). The product is C(CCC)C(C(=O)OCC)(CC1=CC=C(C=C1)O)C (Ethyl 2-butyl-3-(4-hydroxyphenyl)-2-methylpropionate). Isolated yield 100.1%. Reaction SMILES: C([O:8][C:9]1[CH:26]=[CH:25][C:12]([CH2:13][C:14]([CH3:24])([CH2:20][CH2:21][CH2:22][CH3:23])[C:15]([O:17][CH2:18][CH3:19])=[O:16])=[CH:11][CH:10]=1)C1C=CC=CC=1>[Pd]>[CH2:20]([C:14]([CH3:24])([CH2:13][C:12]1[CH:11]=[CH:10][C:9]([OH:8])=[CH:26][CH:25]=1)[C:15]([O:17][CH2:18][CH3:19])=[O:16])[CH2:21][CH2:22][CH3:23]. Procedure: In a similar manner to that described in Reference example 1(d), a reaction was carried out using ethyl 2-(4-benzyloxybenzyl)-2-methylcaproate (3.95 g), which is the product of Reference example 10(a), and palladium on carbon (5%, 0.40 g) and the reaction mixture was treated to afford the desired compound (2.95 g) as a syrup. The reactants are N(=[N+]=[N-])C1=C(C=CC=C1)C=1SC=CC1 (2-(2′-azido-phenyl)-thiophene). The solvent is ClC1=C(C=CC=C1)Cl (ortho-dichlorobenzene). Run at temperature 180 celsius. The product is S1C=CC=2NC=3C=CC=CC3C21 (4H-thieno[3,2-b]indole). Yield: 72.5%. Reaction SMILES: [N:1]([C:4]1[CH:9]=[CH:8][CH:7]=[CH:6][C:5]=1[C:10]1[S:11][CH:12]=[CH:13][CH:14]=1)=[N+]=[N-]>ClC1C=CC=CC=1Cl>[S:11]1[C:10]2[C:5]3[CH:6]=[CH:7][CH:8]=[CH:9][C:4]=3[NH:1][C:14]=2[CH:13]=[CH:12]1. Reported procedure: 5.0 g of 2-(2′-azido-phenyl)-thiophene (B′) was dissolved in 100 ml of ortho-dichlorobenzene and the solution was refluxed at 180° C. for 12 hours. After the reaction was completed, the resulting solution was dried and purified by column chromatography using toluene. Finally, 3.12 g (yield: 77%) of 4H-thieno[3,2-b]indole (C′) was obtained. Reactants: CN1CCN(CC1)C1CCNCC1 (1-methyl-4-(piperidin-4-yl)piperazine), FC1=CC(=C(C=C1)[N+](=O)[O-])OC (4-fluoro-2-methoxy-1-nitrobenzene), C([O-])([O-])=O.[K+].[K+] (potassium carbonate). Solvent: CN(C)C=O (DMF). Run at temperature 70 celsius. Yields the product COC=1C=C(C=CC1[N+](=O)[O-])N1CCC(CC1)N1CCN(CC1)C (1-(1-(3-methoxy-4-nitrophenyl)piperidin-4-yl)-4-methylpiperazine). The yield is 89.8%. As a reaction SMILES: [CH3:1][N:2]1[CH2:7][CH2:6][N:5]([CH:8]2[CH2:13][CH2:12][NH:11][CH2:10][CH2:9]2)[CH2:4][CH2:3]1.F[C:15]1[CH:20]=[CH:19][C:18]([N+:21]([O-:23])=[O:22])=[C:17]([O:24][CH3:25])[CH:16]=1.C(=O)([O-])[O-].[K+].[K+]>CN(C=O)C>[CH3:25][O:24][C:17]1[CH:16]=[C:15]([N:11]2[CH2:12][CH2:13][CH:8]([N:5]3[CH2:6][CH2:7][N:2]([CH3:1])[CH2:3][CH2:4]3)[CH2:9][CH2:10]2)[CH:20]=[CH:19][C:18]=1[N+:21]([O-:23])=[O:22] |f:2.3.4|. Procedure: To a solution of 1-methyl-4-(piperidin-4-yl)piperazine (4.2 g, 22.91 mmol) in anhydrous DMF (40 mL) was added 4-fluoro-2-methoxy-1-nitrobenzene (3.92 g, 22.91 mmol) and potassium carbonate (3.80 g, 27.5 mmol). This suspension was heated at 70° C. overnight. After cooling, the reaction mixture was concentrated, and the residue partitioned between ethyl acetate and brine. The aqueous phase was extracted with ethyl acetate. The combined organic phases were concentrated. The residue was separated by... The reactants are BrC1=CC=CC(=N1)CO (6-bromopyridine-2-methanol), C([O-])([O-])=O.[K+].[K+] (potassium carbonate). Reagents/catalysts: [Cu]I (copper(I) iodide). The solvent is O1CCOCC1 (1,4-dioxane). The product is OCC1=CC=CC(=N1)N1C(CCC1)=O (1-(6-Hydroxymethylpyridin-2-yl)pyrrolidin-2-one). Yield: 204.3%. As a reaction SMILES: Br[C:2]1[N:7]=[C:6]([CH2:8][OH:9])[CH:5]=[CH:4][CH:3]=1.[C:10](=[O:13])([O-])[O-].[K+].[K+]>[Cu]I.O1CCOCC1>[OH:9][CH2:8][C:6]1[N:7]=[C:2]([N:7]2[CH2:6][CH2:5][CH2:4][C:10]2=[O:13])[CH:3]=[CH:4][CH:5]=1 |f:1.2.3|. Reported procedure: A mixture of (6-bromopyridine-2-methanol (9.76 g, 51.9 mmol), copper(I) iodide (0.99 g, 5.19 mmol) N,N′-dimethylethane-1,2-diamine (1.12 mL, 10.38 mmol), 1,4-dioxane (400 mL) and potassium carbonate (14.35 g, 103.84 mmol) was heated at reflux for 8 h, cooled, concentrated in vacuo and partitioned between EtOAc and water. The organic phase was separated, the aqueous phase re-extracted with EtOAc and the combined organic extracts were dried (MgSO4) and concentrated in vacuo to give the title compo... Reactants: C(C)(C)N(CC)C(C)C (IPEA), ClCCCC(C(=O)O)C1=CC=C(C=C1)Cl (5-chloro-2-(4-chlorophenyl)pentanoic acid), C1COC(=O)N1P(=O)(N2CCOC2=O)Cl (BOPCl), Cl.Cl.COC=1C=C(C=CC1N1C=NC(=C1)C)/C=C/C(=O)NN ((E)-3-[3-methoxy-4-(4-methylimidazol-1-yl)phenyl]acrylic acid hydrazide dihydrochloride). The solvent is C(Cl)Cl (methylene chloride), O (Water). Run at time 14 hour. The product is ClCCCC(C1=CC=C(C=C1)Cl)C=1OC(=NN1)\C=C\C1=CC(=C(C=C1)N1C=NC(=C1)C)OC (2-[4-chloro-1-(4-chlorophenyl)butyl]-5-{(E)-2-[3-methoxy-4-(4-methyl-1H-imidazol-1-yl)phenyl]vinyl}[1,3,4]oxadiazole). Isolated yield 52.3%. RXN SMILES: C(N(C(C)C)CC)(C)C.[Cl:10][CH2:11][CH2:12][CH2:13][CH:14]([C:18]1[CH:23]=[CH:22][C:21]([Cl:24])=[CH:20][CH:19]=1)[C:15]([OH:17])=O.C1N(P(Cl)(N2C(=O)OCC2)=O)C(=O)OC1.Cl.Cl.[CH3:42][O:43][C:44]1[CH:45]=[C:46](/[CH:56]=[CH:57]/[C:58]([NH:60][NH2:61])=O)[CH:47]=[CH:48][C:49]=1[N:50]1[CH:54]=[C:53]([CH3:55])[N:52]=[CH:51]1>C(Cl)Cl.O>[Cl:10][CH2:11][CH2:12][CH2:13][CH:14]([C:15]1[O:17][C:58](/[CH:57]=[CH:56]/[C:46]2[CH:47]=[CH:48][C:49]([N:50]3[CH:54]=[C:53]([CH3:55])[N:52]=[CH:51]3)=[C:44]([O:43][CH3:42])[CH:45]=2)=[N:60][N:61]=1)[C:18]1[CH:23]=[CH:22][C:21]([Cl:24])=[CH:20][CH:19]=1 |f:3.4.5|. Procedure details: IPEA (2.5 mL), 5-chloro-2-(4-chlorophenyl)pentanoic acid (430 mg) and BOPCl (0.44 g) were added to a suspension of (E)-3-[3-methoxy-4-(4-methylimidazol-1-yl)phenyl]acrylic acid hydrazide dihydrochloride (500 mg) in methylene chloride (15 mL) at room temperature, and the reaction solution was stirred at room temperature for 14 hours. Water was added to the reaction solution, followed by extraction with chloroform. The resulting extract was washed with a saturated sodium chloride solution, dried o...